Dataset: the Open Reaction Database (ORD), a public repository of structured organic reaction records. Task: describe an organic reaction: reactants, conditions, products, and yield Starting materials: ClC1=CC=C(C=C1)S(=O)(=O)Cl (4-Chlorobenzenesulphonyl chloride), NC=1C=CC(=NC1)CCCC(=O)O (4-(5-aminopyrid-2-yl)butanoic acid). Run in N1=CC=CC=C1 (pyridine). Reaction conditions: time 8 hour. Yields the product ClC1=CC=C(C=C1)S(=O)(=O)NC=1C=CC(=NC1)CCCC(=O)O (4-[5-(4-Chlorobenzenesulphonamido)pyrid-2-yl]-butanoic acid). Isolated yield 35.6%. Reaction SMILES: [Cl:1][C:2]1[CH:7]=[CH:6][C:5]([S:8](Cl)(=[O:10])=[O:9])=[CH:4][CH:3]=1.[NH2:12][C:13]1[CH:14]=[CH:15][C:16]([CH2:19][CH2:20][CH2:21][C:22]([OH:24])=[O:23])=[N:17][CH:18]=1>N1C=CC=CC=1>[Cl:1][C:2]1[CH:7]=[CH:6][C:5]([S:8]([NH:12][C:13]2[CH:14]=[CH:15][C:16]([CH2:19][CH2:20][CH2:21][C:22]([OH:24])=[O:23])=[N:17][CH:18]=2)(=[O:10])=[O:9])=[CH:4][CH:3]=1. Procedure details: 4-Chlorobenzenesulphonyl chloride (1.17 g) was added portionwise to a solution of 4-(5-aminopyrid-2-yl)butanoic acid (1 g) in pyridine (15 ml). The resulting solution was allowed to stand at room temperature overnight when the solvent was removed under reduced pressure. The residue was dissolved in dilute sodium hydroxide solution (50 ml) and extracted with chloroform (4×50 ml) and the chloroform extracts were discarded. The aqueous layer was adjusted to pH=4 and was extracted with chloroform (3... Starting materials: Br (hydrobromic acid), O (water), C(C1=CC=CC=C1)OCC1=NN=C2N1C1=C(C(=NC2)C2=CC=CC=C2)C=C(C=C1)Cl (1-(benzyloxymethyl)-6-phenyl- 8-chloro-4H-s-triazolo[4,3-a] [1,4]benzodiazepine), [OH-].[Na+] (sodium hydroxide). Solvent: C(C)(=O)O (acetic acid), C(Cl)Cl (methylene chloride). Yields the product C1(=CC=CC=C1)C1=NCC=2N(C3=C1C=C(C=C3)Cl)C(=NN2)CO (6-phenyl-8-chloro-4H-s-triazolo[4,3-a][1,4]benzodiazepine-1-methanol). As a reaction SMILES: C([O:8][CH2:9][C:10]1[N:14]2[C:15]3[CH:29]=[CH:28][C:27]([Cl:30])=[CH:26][C:16]=3[C:17]([C:20]3[CH:25]=[CH:24][CH:23]=[CH:22][CH:21]=3)=[N:18][CH2:19][C:13]2=[N:12][N:11]=1)C1C=CC=CC=1.Br.[OH-].[Na+].O>C(O)(=O)C.C(Cl)Cl>[C:20]1([C:17]2[C:16]3[CH:26]=[C:27]([Cl:30])[CH:28]=[CH:29][C:15]=3[N:14]3[C:10]([CH2:9][OH:8])=[N:11][N:12]=[C:13]3[CH2:19][N:18]=2)[CH:21]=[CH:22][CH:23]=[CH:24][CH:25]=1 |f:2.3|. Reported procedure: An amount of 25 g of 1-(benzyloxymethyl)-6-phenyl- 8-chloro-4H-s-triazolo[4,3-a] [1,4]benzodiazepine is dissolved in 200 ml of glacial acetic acid; there is then added to the solution 170 ml of 48% aqueous hydrobromic acid. The mixture is heated for 90 minutes at 80° and then cooled to 5°; while stirring is maintained, the mixture is adjusted to pH 6 with concentrated sodium hydroxide solution, and water as well as methylene chloride subsequently added. The organic phase is separated, washed wit... Starting materials: O=C([O-])[O-], CCS(=O)(=O)c1ccc(O)cc1, CN(C)C=O, COC(=O)c1cc(F)ccc1[N+](=O)[O-], [K+], [K+], O. Product: CCS(=O)(=O)c1ccc(Oc2ccc([N+](=O)[O-])c(C(=O)OC)c2)cc1. As a reaction SMILES: [C:1](=[O:2])([O-:3])[O-:4].[CH2:26]([CH3:27])[S:28](=[O:29])(=[O:30])[c:31]1[cH:32][cH:33][c:34]([OH:37])[cH:35][cH:36]1.[CH3:7][N:8]([CH3:9])[CH:10]=[O:11].[F:12][c:13]1[cH:14][cH:15][c:16]([N+:23](=[O:24])[O-:25])[c:17]([C:18](=[O:19])[O:20][CH3:21])[cH:22]1.[K+:5].[K+:6].[OH2:38]>>[c:13]1([O:37][c:34]2[cH:33][cH:32][c:31]([S:28]([CH2:26][CH3:27])(=[O:29])=[O:30])[cH:36][cH:35]2)[cH:14][cH:15][c:16]([N+:23](=[O:24])[O-:25])[c:17]([C:18](=[O:19])[O:20][CH3:21])[cH:22]1. Starting materials: [N+](=O)([O-])[O-].[K+] (potassium nitrate), CC1N=CC2=CC=CC=C2C1 (3-Methyl-3,4-dihydroisoquinoline), [OH-].[NH4+] (ammonium hydroxide). The solvent is S(O)(O)(=O)=O (sulfuric acid). RXN SMILES: [CH3:1][CH:2]1[CH2:11][C:10]2[C:5](=[CH:6][CH:7]=[CH:8][CH:9]=2)[CH:4]=[N:3]1.[N+:12]([O-])([O-:14])=[O:13].[K+].[OH-].[NH4+]>S(=O)(=O)(O)O>[CH3:1][CH:2]1[CH2:11][C:10]2[C:5](=[CH:6][C:7]([N+:12]([O-:14])=[O:13])=[CH:8][CH:9]=2)[CH:4]=[N:3]1 |f:1.2,3.4|. Procedure: 3-Methyl-3,4-dihydroisoquinoline (7.0 g, 48.2 mmol) was dissolved in concentrated sulfuric acid (150 ml) and to this was added potassium nitrate (4.9 g, 50.0 mmol). The mixture was allowed to stir overnight, dumped onto ice, and neutralized with the addition of concentrated ammonium hydroxide. The precipated solids were collected by filtration, washed, and air-dried: 7.5 g (82%), m.p. 110-2° C. Conditions: time 8 hour. Product: CC1N=CC2=CC(=CC=C2C1)[N+](=O)[O-] (3-Methyl-7-nitro-3,4-dihydroisoquinoline). Reactants: C([O-])([O-])=O.[Na+].[Na+] (sodium carbonate), [OH-].[Na+] (NaOH), ClCC(=O)O (chloroacetic acid), 19.5, ClC=1C=C(CCl)C=CC1Cl (3,4-dichlorobenzyl chloride), NC(=S)N (thiourea). The solvent is O (water), O (water), O (water). The product is ClC=1C=C(CCC(=S)O)C=CC1Cl (3,4-Dichlorobenzylthio-acetic acid). The yield is 83.0%. RXN SMILES: [Cl:1][C:2]1[CH:3]=[C:4]([CH:7]=[CH:8][C:9]=1[Cl:10])[CH2:5]Cl.NC(N)=[S:13].[OH-].[Na+].Cl[CH2:18][C:19]([OH:21])=O.C(=O)([O-])[O-].[Na+].[Na+]>O>[Cl:1][C:2]1[CH:3]=[C:4]([CH:7]=[CH:8][C:9]=1[Cl:10])[CH2:5][CH2:18][C:19]([OH:21])=[S:13] |f:2.3,5.6.7|. Reported procedure: A mixture of 19.5 (0.1 mol) of 3,4-dichlorobenzyl chloride and 7.6 g (0.1 mol) of thiourea in 50 ml of water is heated under reflux for 30 minutes, with stirring, and then, at 60°-70° C., a solution of 16 g (0.4 mol) of NaOH in 25 ml of water is run in; the mixture is heated under reflux for 15 minutes and a solution of 15 g (0.15 mol) of chloroacetic acid, 7 g of sodium carbonate and 50 ml of water are run in at 60°-70° C., and the reaction mixture is maintained under reflux for 1 hour. The mix... The reactants are CC(C)(C)NCC(=O)c1ccc(OC(=O)c2cccnc2)c(O)c1, CCCCCCCCC=CCCCCCCCC(=O)Cl, C[O-], [Na+], [Na+], [O-]c1ccccc1. The product is CCCCCCCCC=CCCCCCCCC(=O)Oc1cc(C(=O)CNC(C)(C)C)ccc1OC(=O)c1cccnc1. Reaction SMILES: [C:1]([CH3:2])([CH3:3])([CH3:4])[NH:5][CH2:6][C:7](=[O:8])[c:9]1[cH:10][c:11]([OH:24])[c:12]([O:15][C:16]([c:17]2[cH:18][n:19][cH:20][cH:21][cH:22]2)=[O:23])[cH:13][cH:14]1.[C:36]([CH2:37][CH2:38][CH2:39][CH2:40][CH2:41][CH2:42][CH2:43][CH:44]=[CH:45][CH2:46][CH2:47][CH2:48][CH2:49][CH2:50][CH2:51][CH2:52][CH3:53])(=[O:54])[Cl:55].[CH3:25][O-:26].[Na+:27].[Na+:28].[O-:29][c:30]1[cH:31][cH:32][cH:33][cH:34][cH:35]1>>[C:1]([CH3:2])([CH3:3])([CH3:4])[NH:5][CH2:6][C:7](=[O:8])[c:9]1[cH:10][c:11]([O:24][C:36]([CH2:37][CH2:38][CH2:39][CH2:40][CH2:41][CH2:42][CH2:43][CH:44]=[CH:45][CH2:46][CH2:47][CH2:48][CH2:49][CH2:50][CH2:51][CH2:52][CH3:53])=[O:54])[c:12]([O:15][C:16]([c:17]2[cH:18][n:19][cH:20][cH:21][cH:22]2)=[O:23])[cH:13][cH:14]1. Reactants: C(C)C=1C=C(C=C(C1O)C)CCC(=O)C1=C2C[C@@H]3[C@H](C2=C(S1)C)C3(C)C (3-(3-ethyl-4-hydroxy-5-methyl-phenyl)-1-((1aS,5aR)-1,1,2-trimethyl-1,1a,5,5a-tetrahydro-3-thia-cyclopropa[a]pentalen-4-yl)-propan-1-one), C(C)C=1C=C(C=C(C1O)C)CCC(=O)C1=C2C[C@@H]3[C@H](C2=C(S1)C)C3(C)C (3-(3-ethyl-4-hydroxy-5-methyl-phenyl)-1-((1aS,5aR)-1,1,2-trimethyl-1,1a,5,5a-tetrahydro-3-thia-cyclopropa[a]pentalen-4-yl)-propan-1-one), C(Cl)C1CO1 (epichlorohydrine), C(C)(C)O (isopropanol). Solvent: [OH-].[Na+] (NaOH), CC(OCC)=O (EA). Run at time 18 hour. Product: C(C)C=1C=C(C=C(C1OCC1OC1)OC)CCC(=O)C1=C2C[C@@H]3[C@H](C2=C(S1)C)C3(C)C (3-(3-ethyl-5-methoxy-4-oxiranylmethoxy-phenyl)-1-((1aS,5aR)-1,1,2-trimethyl-1,1a,5,5a-tetrahydro-3-thia-cyclopropa[a]pentalen-4-yl)-propan-1-one). As a reaction SMILES: [CH2:1]([C:3]1[CH:4]=[C:5]([CH2:11][CH2:12][C:13]([C:15]2[S:22][C:21]([CH3:23])=[C:20]3[C:16]=2[CH2:17][C@H:18]2[C:24]([CH3:26])([CH3:25])[C@H:19]23)=[O:14])[CH:6]=[C:7](C)[C:8]=1[OH:9])[CH3:2].[CH2:27]([CH:29]1[O:31][CH2:30]1)Cl.[CH:32]([OH:35])(C)C>[OH-].[Na+].CC(=O)OCC>[CH2:1]([C:3]1[CH:4]=[C:5]([CH2:11][CH2:12][C:13]([C:15]2[S:22][C:21]([CH3:23])=[C:20]3[C:16]=2[CH2:17][C@H:18]2[C:24]([CH3:26])([CH3:25])[C@H:19]23)=[O:14])[CH:6]=[C:7]([O:35][CH3:32])[C:8]=1[O:9][CH2:27][CH:29]1[CH2:30][O:31]1)[CH3:2] |f:3.4|. Reported procedure: A solution of 3-(3-ethyl-4-hydroxy-5-methyl-phenyl)-1-((1aS,5aR)-1,1,2-trimethyl-1,1a,5,5a-tetrahydro-3-thia-cyclopropa[a]pentalen-4-yl)-propan-1-one (600 mg, 1.63 mmol, Intermediate 12) in isopropanol (5 mL) and 3 N aq. NaOH (2 mL) is treated with epichlorohydrine (366 mg, 3.95 mmol). The dark red reaction mixture is stirred at rt for 18 h. The mixture is diluted with EA and washed with water. The organic layer is dried over MgSO4 and evaporated. The crude product is purified by CC on silica ge... The reactants are Cl.S1C=CC2=C1SCC(C2)N (5,6-dihydro-4H-thieno[2,3-b]- thiopyran-5-amine hydrochloride), C(C)N(C(C)C)C(C)C (ethyldiisopropylamine), C(CC)(=O)Cl (propionyl chloride). Solvent: C(Cl)Cl (methylene chloride). Reaction conditions: time 30 minute. Yields the product C(CC)(=O)NC1CC2=C(SC1)SC=C2 (N-propionyl-5,6-dihydro-4H-thieno[2,3-b]-thiopyran-5-amine). As a reaction SMILES: Cl.[S:2]1[C:6]2[S:7][CH2:8][CH:9]([NH2:11])[CH2:10][C:5]=2[CH:4]=[CH:3]1.C(N(C(C)C)C(C)C)C.[C:21](Cl)(=[O:24])[CH2:22][CH3:23]>C(Cl)Cl>[C:21]([NH:11][CH:9]1[CH2:8][S:7][C:6]2[S:2][CH:3]=[CH:4][C:5]=2[CH2:10]1)(=[O:24])[CH2:22][CH3:23] |f:0.1|. Procedure: A mixture of 8.31 g of 5,6-dihydro-4H-thieno[2,3-b]- thiopyran-5-amine hydrochloride, 17.4 ml of ethyldiisopropylamine, 4.07 g of propionyl chloride in 80 ml of methylene chloride is kept for 30 minutes at room temperature. The reaction mixture is washed with 1N hydrochloric acid and then with saturated sodium bicarbonate solution, the organic layer is dried over magnesium sulfate and the solvent is removed in vacuo to yield N-propionyl-5,6-dihydro-4H-thieno[2,3-b]-thiopyran-5-amine. This is ref...